This data is from the Open Reaction Database (ORD), a public repository of structured organic reaction records. The task is: describe an organic reaction: reactants, conditions, products, and yield The reactants are ClCCl, N#Cc1ccc(C(c2nc[nH]n2)C2(O)CCCCC2)cc1, O=S(Cl)Cl. Product: N#Cc1ccc(C(=C2CCCCC2)c2nc[nH]n2)cc1. As a reaction SMILES: [Cl:26][CH2:27][Cl:28].[OH:1][C:2]1([CH:8]([c:9]2[n:10][nH:11][cH:12][n:13]2)[c:14]2[cH:15][cH:16][c:17]([C:18]#[N:19])[cH:20][cH:21]2)[CH2:3][CH2:4][CH2:5][CH2:6][CH2:7]1.[S:22]([Cl:23])([Cl:24])=[O:25]>>[C:2]1(=[C:8]([c:9]2[n:10][nH:11][cH:12][n:13]2)[c:14]2[cH:15][cH:16][c:17]([C:18]#[N:19])[cH:20][cH:21]2)[CH2:3][CH2:4][CH2:5][CH2:6][CH2:7]1. Starting materials: F[B-](F)(F)F, CCNCc1ccc(C(F)(F)F)cc1, COC(=O)c1ccccc1CSc1ccc(CC(=O)O)cc1, CCOC(C)=O, CCN(C(C)C)C(C)C, CN(C)C=O, CN(C)C(On1nnc2ccccc21)=[N+](C)C. The product is CCN(Cc1ccc(C(F)(F)F)cc1)C(=O)Cc1ccc(SCc2ccccc2C(=O)OC)cc1. RXN SMILES: [B-:37]([F:38])([F:39])([F:40])[F:41].[CH2:1]([CH3:2])[NH:3][CH2:4][c:5]1[cH:6][cH:7][c:8]([C:11]([F:12])([F:13])[F:14])[cH:9][cH:10]1.[CH3:15][O:16][C:17](=[O:18])[c:19]1[c:20]([CH2:21][S:22][c:23]2[cH:24][cH:25][c:26]([CH2:29][C:30](=[O:31])[OH:32])[cH:27][cH:28]2)[cH:33][cH:34][cH:35][cH:36]1.[CH3:73][CH2:74][O:75][C:76]([CH3:77])=[O:78].[CH:59]([N:60]([CH2:61][CH3:62])[CH:63]([CH3:64])[CH3:65])([CH3:66])[CH3:67].[O:68]=[CH:69][N:70]([CH3:71])[CH3:72].[n:42]1([O:43][C:44]([N:45]([CH3:46])[CH3:47])=[N+:48]([CH3:49])[CH3:50])[c:51]2[cH:52][cH:53][cH:54][cH:55][c:56]2[n:57][n:58]1>>[CH2:1]([CH3:2])[N:3]([CH2:4][c:5]1[cH:6][cH:7][c:8]([C:11]([F:12])([F:13])[F:14])[cH:9][cH:10]1)[C:30]([CH2:29][c:26]1[cH:25][cH:24][c:23]([S:22][CH2:21][c:20]2[c:19]([C:17]([O:16][CH3:15])=[O:18])[cH:36][cH:35][cH:34][cH:33]2)[cH:28][cH:27]1)=[O:31]. Starting materials: COC(CCCCBr)OC (5-bromopentanal dimethyl acetal), C(C1=CC=CC=C1)NCC1CCNCC1 (4-[(benzylamino)methyl]piperidine), CO (MeOH). The solvent is CS(=O)C (DMSO). The product is COC(CCCCN1CCC(CC1)CNCC1=CC=CC=C1)OC (5-{4-[(Benzylamino)methyl]piperidin-1-yl}pentanal dimethyl acetal). The yield is 58.0%. RXN SMILES: [CH3:1][O:2][CH:3]([O:9][CH3:10])[CH2:4][CH2:5][CH2:6][CH2:7]Br.[CH2:11]([NH:18][CH2:19][CH:20]1[CH2:25][CH2:24][NH:23][CH2:22][CH2:21]1)[C:12]1[CH:17]=[CH:16][CH:15]=[CH:14][CH:13]=1.CO>CS(C)=O>[CH3:1][O:2][CH:3]([O:9][CH3:10])[CH2:4][CH2:5][CH2:6][CH2:7][N:23]1[CH2:22][CH2:21][CH:20]([CH2:19][NH:18][CH2:11][C:12]2[CH:17]=[CH:16][CH:15]=[CH:14][CH:13]=2)[CH2:25][CH2:24]1. Procedure details: The title compound was prepared in 58% yield from 5-bromopentanal dimethyl acetal and 4-[(benzylamino)methyl]piperidine using a similar method to that described for Example 8 (step 2). δ (250 MHz, d6 -DMSO) 1.26-2.14 (13H, m), 2.49 (2H, t, J=7.0 Hz), 2.63 (2H, d, J=6.6 Hz), 3.04-3.14 (2H, m), 3.49 (6H, s), 3.95 (2H, s), 4.61 (1H, t, J=5.7 Hz), 7.44-7.62 (5H, m), m/e (ES) 335 (M+1+). The reactants are ice, C(C)(=O)O (acetic acid), O (water), C(CCC)[Sn](C1=CC=C(C(=O)OC)C=C1)(CCCC)CCCC (methyl 4-tri-n-butylstannylbenzoate), [OH-].[K+] (KOH). Solvent: C(C)O (ethanol). Product: C(CCC)[Sn](C1=CC=C(C(=O)O)C=C1)(CCCC)CCCC (4-Tri-n-butylstannylbenzoic acid). Isolated yield 90.3%. RXN SMILES: [CH2:1]([Sn:5]([CH2:20][CH2:21][CH2:22][CH3:23])([CH2:16][CH2:17][CH2:18][CH3:19])[C:6]1[CH:15]=[CH:14][C:9]([C:10]([O:12]C)=[O:11])=[CH:8][CH:7]=1)[CH2:2][CH2:3][CH3:4].[OH-].[K+].C(O)(=O)C.O>C(O)C>[CH2:20]([Sn:5]([CH2:1][CH2:2][CH2:3][CH3:4])([CH2:16][CH2:17][CH2:18][CH3:19])[C:6]1[CH:15]=[CH:14][C:9]([C:10]([OH:12])=[O:11])=[CH:8][CH:7]=1)[CH2:21][CH2:22][CH3:23] |f:1.2|. Reported procedure: To a solution of methyl 4-tri-n-butylstannylbenzoate (3.0 g, 7 mmol) in absolute ethanol (60 ml) was added 0.25 g KOH (9 mmol). The resulting solution was refluxed for 2 hours. The solution was cooled and poured into an ice-cold solution of acetic acid (0.64 g, 10.6 mmol) and water (100 ml). The solution was then extracted with diethyl ether (80 ml). The ether phase was washed with water (30 ml), dried over MgSO4 (5 g), filtered and evaporated under reduced pressure to afford 2.6 g (88%) of the ... Starting materials: O=[N+]([O-])c1ccc2c(c1)c(Br)nn2CCN1CCCC1, CCO, [Cl-], [Fe], [NH4+]. Product: Nc1ccc2c(c1)c(Br)nn2CCN1CCCC1. RXN SMILES: [Br:1][c:2]1[n:3][n:4]([CH2:14][CH2:15][N:16]2[CH2:17][CH2:18][CH2:19][CH2:20]2)[c:5]2[cH:6][cH:7][c:8]([N+:11]([O-:12])=[O:13])[cH:9][c:10]12.[CH3:23][CH2:24][OH:25].[Cl-:21].[Fe:26].[NH4+:22]>>[Br:1][c:2]1[n:3][n:4]([CH2:14][CH2:15][N:16]2[CH2:17][CH2:18][CH2:19][CH2:20]2)[c:5]2[cH:6][cH:7][c:8]([NH2:11])[cH:9][c:10]12. The reactants are CO, S=C(Nc1ccccc1Cl)c1cc2c(s1)-c1cnccc1OCC2, NN. The product is NN=C(Nc1ccccc1Cl)c1cc2c(s1)-c1cnccc1OCC2. Reaction SMILES: [CH3:27][OH:28].[Cl:3][c:4]1[c:5]([NH:10][C:11](=[S:12])[c:13]2[cH:14][c:15]3[c:16]([s:26]2)-[c:17]2[c:18]([cH:22][cH:23][n:24][cH:25]2)[O:19][CH2:20][CH2:21]3)[cH:6][cH:7][cH:8][cH:9]1.[NH2:1][NH2:2]>>[N:1]([NH2:2])=[C:11]([NH:10][c:5]1[c:4]([Cl:3])[cH:9][cH:8][cH:7][cH:6]1)[c:13]1[cH:14][c:15]2[c:16]([s:26]1)-[c:17]1[c:18]([cH:22][cH:23][n:24][cH:25]1)[O:19][CH2:20][CH2:21]2. The reactants are [Cl-].O[NH3+] (hydroxylammonium chloride), C(O)([O-])=O.[Na+] (sodium hydrogencarbonate), C(C)C1=CC2=C(N(C(NC2=O)=O)CC2=CC=C(C=C2)C=2C(=CC=CC2)C#N)S1 (4′-[(6-ethyl-2,4-dioxo-3,4-dihydrothieno[2,3-d]pyrimidin-1(2H)-yl)methyl]biphenyl-2-carbonitrile), BrCC(=O)C1=CC(=C(C=C1)OC)F (2-bromo-1-(3-fluoro-4-methoxyphenyl)ethanone), [H-].[Na+] (sodium hydride). Run in CS(=O)C (dimethyl sulfoxide), C(Cl)(Cl)Cl (chloroform), CS(=O)C (dimethyl sulfoxide), CN(C=O)C (N,N-dimethylformamide), C(C)(=O)OCC (ethyl acetate). Run at time 1 hour. Product: C(C)C1=CC2=C(N(C(N(C2=O)CC(=O)C2=CC(=C(C=C2)OC)F)=O)CC2=CC=C(C=C2)C2=C(C=CC=C2)C2=NOC(N2)=O)S1 (6-ethyl-3-[2-(3-fluoro-4-methoxyphenyl)-2-oxoethyl]-1-{[2′-(5-oxo-4,5-dihydro-1,2,4-oxadiazol-3-yl)biphenyl-4-yl]methyl}thieno[2,3-d]pyrimidine-2,4(1H,3H)-dione). The yield is 7.6%. RXN SMILES: [CH2:1]([C:3]1[S:28][C:6]2[N:7]([CH2:13][C:14]3[CH:19]=[CH:18][C:17]([C:20]4[C:21]([C:26]#[N:27])=[CH:22][CH:23]=[CH:24][CH:25]=4)=[CH:16][CH:15]=3)[C:8](=[O:12])[NH:9][C:10](=[O:11])[C:5]=2[CH:4]=1)[CH3:2].Br[CH2:30][C:31]([C:33]1[CH:38]=[CH:37][C:36]([O:39][CH3:40])=[C:35]([F:41])[CH:34]=1)=[O:32].[H-].[Na+].[Cl-].O[NH3+:46].[C:47](=[O:50])([O-])[OH:48].[Na+]>C(OCC)(=O)C.CS(C)=O.C(Cl)(Cl)Cl.CN(C)C=O>[CH2:1]([C:3]1[S:28][C:6]2[N:7]([CH2:13][C:14]3[CH:19]=[CH:18][C:17]([C:20]4[CH:25]=[CH:24][CH:23]=[CH:22][C:21]=4[C:26]4[NH:46][C:47](=[O:50])[O:48][N:27]=4)=[CH:16][CH:15]=3)[C:8](=[O:12])[N:9]([CH2:30][C:31]([C:33]3[CH:38]=[CH:37][C:36]([O:39][CH3:40])=[C:35]([F:41])[CH:34]=3)=[O:32])[C:10](=[O:11])[C:5]=2[CH:4]=1)[CH3:2] |f:2.3,4.5,6.7|. Reported procedure: To a mixture of 4′-[(6-ethyl-2,4-dioxo-3,4-dihydrothieno[2,3-d]pyrimidin-1(2H)-yl)methyl]biphenyl-2-carbonitrile (1.5 g), 2-bromo-1-(3-fluoro-4-methoxyphenyl)ethanone (1.16 g) and N,N-dimethylformamide (30 mL) was added sodium hydride (0.19 g), and the mixture was stirred at room temperature for 1 hr. The reaction mixture was diluted with ethyl acetate, washed successively with 5% aqueous potassium hydrogensulfate solution and saturated brine, and dried over anhydrous magnesium sulfate. The solv...